Dataset: the Open Reaction Database (ORD), a public repository of structured organic reaction records. Task: describe an organic reaction: reactants, conditions, products, and yield Starting materials: O=C([O-])[O-], CCOC(Cc1c(C)cc(O)cc1C)C(=O)OC, Cc1oc(-c2ccccc2)nc1CCl, [Cs+], [Cs+], [I-], [K+]. Product: CCOC(Cc1c(C)cc(OCc2nc(-c3ccccc3)oc2C)cc1C)C(=O)OC. Reaction SMILES: [C:33](=[O:34])([O-:35])[O-:36].[CH3:1][O:2][C:3]([CH:4]([CH2:5][c:6]1[c:7]([CH3:14])[cH:8][c:9]([OH:13])[cH:10][c:11]1[CH3:12])[O:15][CH2:16][CH3:17])=[O:18].[Cl:19][CH2:20][c:21]1[n:22][c:23](-[c:27]2[cH:28][cH:29][cH:30][cH:31][cH:32]2)[o:24][c:25]1[CH3:26].[Cs+:37].[Cs+:38].[I-:40].[K+:39]>>[CH3:1][O:2][C:3]([CH:4]([CH2:5][c:6]1[c:7]([CH3:14])[cH:8][c:9]([O:13][CH2:20][c:21]2[n:22][c:23](-[c:27]3[cH:28][cH:29][cH:30][cH:31][cH:32]3)[o:24][c:25]2[CH3:26])[cH:10][c:11]1[CH3:12])[O:15][CH2:16][CH3:17])=[O:18]. The reactants are BrC1=CC=C(C=C1)C=1OC(=C(N1)CCO)C (2-(4-Bromophenyl)-5-methyl-4-oxazoleethanol), S1C(=CC=C1)B(O)O (2-thiophenyl boronic acid), C1(=CC=CC=C1)P(C1=CC=CC=C1)C1=CC=CC=C1 (triphenylphosphine), C(=O)([O-])[O-].[Na+].[Na+] (Na2CO3). Reagents/catalysts: C(C)(=O)[O-].[Pd+2].C(C)(=O)[O-] (palladium acetate). The solvent is C(CC)O (n-propanol). Conditions: time 1.5 hour. Yields the product S1C(=CC=C1)C1=CC=C(C=C1)C=1OC(=C(N1)CCO)C (2-(4-thiophen-2-yl-phenyl)-5-methyl-4-oxazoleethanol). RXN SMILES: Br[C:2]1[CH:7]=[CH:6][C:5]([C:8]2[O:9][C:10]([CH3:16])=[C:11]([CH2:13][CH2:14][OH:15])[N:12]=2)=[CH:4][CH:3]=1.[S:17]1[CH:21]=[CH:20][CH:19]=[C:18]1B(O)O.C1(P(C2C=CC=CC=2)C2C=CC=CC=2)C=CC=CC=1.C([O-])([O-])=O.[Na+].[Na+]>C(O)CC.C([O-])(=O)C.[Pd+2].C([O-])(=O)C>[S:17]1[CH:21]=[CH:20][CH:19]=[C:18]1[C:2]1[CH:7]=[CH:6][C:5]([C:8]2[O:9][C:10]([CH3:16])=[C:11]([CH2:13][CH2:14][OH:15])[N:12]=2)=[CH:4][CH:3]=1 |f:3.4.5,7.8.9|. Reported procedure: 2-(4-Bromophenyl)-5-methyl-4-oxazoleethanol (10.0 g, 35.0 mmol) (see Ex. 1, Part G) and 2-thiophenyl boronic acid (38.0 mmol) were dissolved in n-propanol (120 ml) before adding triphenylphosphine (165.2 mg, 0.63 mmol), palladium acetate (46 mg, 2.1 mmol), and Na2CO3 (4.5 g, 42 mmol dissolved in 30 mL distilled H2O). The solution was heated to reflux and stirred for 1.5 h. After cooling to ambient temperature, the mixture was concentrated under reduced pressure and then partitioned between CH2Cl... Starting materials: O (water), C(C)(C)(C)OC(=O)NCC(C)OS(=O)(=O)C (methanesulfonic acid 2-tert-butoxycarbonylamino-1-methyl-ethyl ester), C(C)(=S)O (thioacetic acid), C(=O)([O-])[O-].[Cs+].[Cs+] (Cs2CO3). Solvent: CN(C)C=O (DMF), CN(C)C=O (DMF). Conditions: temperature 80 celsius, time 4 hour. Yields the product C(C)(C)(C)OC(=O)NCC(C)SC(C)=O (thioacetic acid S-(2-tert-butoxycarbonylamino-1-methyl-ethyl) ester). Reaction SMILES: [C:1]([O:5][C:6]([NH:8][CH2:9][CH:10](OS(C)(=O)=O)[CH3:11])=[O:7])([CH3:4])([CH3:3])[CH3:2].[C:17]([OH:20])(=[S:19])[CH3:18].C([O-])([O-])=O.[Cs+].[Cs+].O>CN(C=O)C>[C:1]([O:5][C:6]([NH:8][CH2:9][CH:10]([S:19][C:17](=[O:20])[CH3:18])[CH3:11])=[O:7])([CH3:2])([CH3:3])[CH3:4] |f:2.3.4|. Reported procedure: A solution of 11.9 g (47.0 mmol) crude methanesulfonic acid 2-tert-butoxycarbonylamino-1-methyl-ethyl ester in 100 ml DMF was added to a mixture of 5.0 g (1.4 equiv.) thioacetic acid and 15.3 g (1.0 equiv.) Cs2CO3 in 150 ml DMF. The reaction mixture was stirred for 4 h at 80° C. under argon and light protection. The mixture was poured into 300 ml water and extracted twice with 300 ml ethyl acetate each. The combined organic layers were washed with brine, dried over anhydrous MgSO4 and concentrat... Reactants: [H-].[Na+] (Sodium hydride), O (Water), C1(=CC=CC=C1)[C@@H]1NC=2C=CC=CC2[C@H]2[C@@H]1CCN2C(=O)OCC2=CC=CC=C2 (benzyl (3aR*,4R*,9bR*)-4-phenyl-2,3,3a,4,5,9b-hexahydro-1H-pyrrolo[3,2-c]quinoline-1-carboxylate), CI (methyl iodide). Solvent: CN(C)C=O (DMF). Run at time 10 minute. Product: CN1[C@H]([C@@H]2[C@H](C=3C=CC=CC13)N(CC2)C(=O)OCC2=CC=CC=C2)C2=CC=CC=C2 (Benzyl (3aR*,4R*,9bR*)-5-methyl-4-phenyl-2,3,3a,4,5,9b-hexahydro-1H-pyrrolo[3,2-c]quinoline-1-carboxylate). Yield: 33.1%. Reaction SMILES: [H-].[Na+].[C:3]1([C@H:9]2[C@H:18]3[CH2:19][CH2:20][N:21]([C:22]([O:24][CH2:25][C:26]4[CH:31]=[CH:30][CH:29]=[CH:28][CH:27]=4)=[O:23])[C@H:17]3[C:16]3[CH:15]=[CH:14][CH:13]=[CH:12][C:11]=3[NH:10]2)[CH:8]=[CH:7][CH:6]=[CH:5][CH:4]=1.[CH3:32]I.O>CN(C=O)C>[CH3:32][N:10]1[C:11]2[CH:12]=[CH:13][CH:14]=[CH:15][C:16]=2[C@@H:17]2[N:21]([C:22]([O:24][CH2:25][C:26]3[CH:31]=[CH:30][CH:29]=[CH:28][CH:27]=3)=[O:23])[CH2:20][CH2:19][C@@H:18]2[C@@H:9]1[C:3]1[CH:4]=[CH:5][CH:6]=[CH:7][CH:8]=1 |f:0.1|. Procedure details: Sodium hydride (60% in oil, 120 mg, 3.0 mmol) was suspended in DMF (12 ml), benzyl (3aR*,4R*,9bR*)-4-phenyl-2,3,3a,4,5,9b-hexahydro-1H-pyrrolo[3,2-c]quinoline-1-carboxylate (960 mg, 2.5 mmol) was added, and the mixture was stirred at room temperature for 10 min. Thereto was added methyl iodide (426 mg, 3.0 mmol), and the mixture was stirred at room temperature for 3 hrs. Water was added to the reaction mixture, and the mixture was extracted with ethyl acetate. The extract was washed with saturat... Starting materials: C(C1=CC=CC=C1)OC(=O)N[C@@H](C(C)C)C(=O)NC1=C(C(=O)O)C(=CC=C1)C (2-(N-benzyloxycarbonyl-L-valyl)amino-6methylbenzoic acid). The reagents and catalysts are [Pd] (Pd-C). The solvent is CO (methanol), O (water). Run at time 3 hour. The product is CC1=CC=CC(=C1C(=O)O)NC([C@@H](N)C(C)C)=O (6-methyl-2-(L-valylamino)benzoic acid). The yield is 105.4%. Reaction SMILES: C(OC([NH:11][C@H:12]([C:16]([NH:18][C:19]1[CH:27]=[CH:26][CH:25]=[C:24]([CH3:28])[C:20]=1[C:21]([OH:23])=[O:22])=[O:17])[CH:13]([CH3:15])[CH3:14])=O)C1C=CC=CC=1>CO.O.[Pd]>[CH3:28][C:24]1[C:20]([C:21]([OH:23])=[O:22])=[C:19]([NH:18][C:16](=[O:17])[C@H:12]([CH:13]([CH3:14])[CH3:15])[NH2:11])[CH:27]=[CH:26][CH:25]=1. Procedure: 2-(N-benzyloxycarbonyl-L-valyl)amino-6methylbenzoic acid (1.21 g) was dissolved in a mixture of methanol (99 ml) and water (1 ml), and 10% Pd-C (200 mg) was added to the solution. The mixture was stirred under a hydrogen atmosphere at room temperature for three hours. After Pd-C was removed by Hyflo-Super-Cel, the filtrate was concentrated to obtain 830 mg of 6-methyl-2-(L-valylamino)benzoic acid. Starting materials: [Li+].C1[C@@H]2N(C1=O)[C@H](/C(=C/CO)/O2)C(=O)[O-] (Lithium clavulanate), CC(=O)C (acetone), [F-].[K+] (Potassium fluoride), [F-].[Li+] (Lithium fluoride). Run in O (water). Run at time 8 hour. Product: C1[C@@H]2N(C1=O)[C@H](/C(=C/CO)/O2)C(=O)[O-].[K+] (potassium clavulanate). RXN SMILES: [Li+].[CH2:2]1[C:5](=[O:6])[N:4]2[C@@H:7]([C:13]([O-:15])=[O:14])/[C:8](/[O:12][C@H:3]12)=[CH:9]/[CH2:10][OH:11].[F-].[K+:17].[F-].[Li+].CC(C)=O>O>[CH2:2]1[C:5](=[O:6])[N:4]2[C@@H:7]([C:13]([O-:15])=[O:14])/[C:8](/[O:12][C@H:3]12)=[CH:9]/[CH2:10][OH:11].[K+:17] |f:0.1,2.3,4.5,8.9|. Procedure: Lithium clavulanate (5.15 g, estimated purity 95% pfa; 0.025 moles) was dissolved in water (45 mls) and cooled in an ice bath. Potassium fluoride solution (2.82 g KF.2H2O, 1.2 eq in 7 ml water) was added over 15 mins. Lithium fluoride started to separate out after less than 1 ml had been added. Isopropanol (32 mls) was added over 1/2 hr and the mixture made up to 600 ml with acetone over 8 hr. The mixture was stirred with celite (2 gm) and filtered to give a clear, colourless solution. This was ... Reactants: C1(=CC=CC=C1)P(C1=CC=CC=C1)C1=CC=CC=C1 (triphenylphosphine), BrN1C(CCC1=O)=O (N-bromosuccinimide), CC1=C(C=CC=C1)CCCO (3-(2-methylphenyl)-1-propanol). Run in C(Cl)Cl (methylene chloride). Reaction conditions: time 12 hour. The product is BrCCCC1=C(C=CC=C1)C (1-(3-bromopropyl)-2-methylbenzene). Yield: 62.3%. Reaction SMILES: [CH3:1][C:2]1[CH:7]=[CH:6][CH:5]=[CH:4][C:3]=1[CH2:8][CH2:9][CH2:10]O.C1(P(C2C=CC=CC=2)C2C=CC=CC=2)C=CC=CC=1.[Br:31]N1C(=O)CCC1=O>C(Cl)Cl>[Br:31][CH2:10][CH2:9][CH2:8][C:3]1[CH:4]=[CH:5][CH:6]=[CH:7][C:2]=1[CH3:1]. Reported procedure: Compound 14-1 (3.10 g) was dissolved in methylene chloride (70 ml), triphenylphosphine (5.28 g) and N-bromosuccinimide (3.58 g) were added under ice-cooling, and the mixture was stirred under ice-cooling for 1 hr, and further at room temperature for 12 hr. The reaction mixture was washed with water and saturated brine, and dried over anhydrous magnesium sulfate. The solvent was evaporated under reduced pressure. Diethyl ether (100 ml) was added, and the precipitated triphenylphosphine oxide was ... The reactants are CC(C)(C)[Si](C)(C)Cl, C#CCCO, [Na+], O=C([O-])O, CN(C)C=O, c1c[nH]cn1. The product is C#CCCO[Si](C)(C)C(C)(C)C. RXN SMILES: [C:11]([CH3:12])([CH3:13])([CH3:14])[Si:15]([CH3:16])([CH3:17])[Cl:18].[CH2:1]([CH2:2][C:3]#[CH:4])[OH:5].[Na+:23].[O-:19][C:20]([OH:21])=[O:22].[O:24]=[CH:25][N:26]([CH3:27])[CH3:28].[nH:6]1[cH:7][cH:8][n:9][cH:10]1>>[CH2:1]([CH2:2][C:3]#[CH:4])[O:5][Si:15]([C:11]([CH3:12])([CH3:13])[CH3:14])([CH3:16])[CH3:17]. Starting materials: ice water, ClC1=CC=C2C=C(N(C2=C1)C)C(=O)OC (methyl 6-chloro-1-methyl-1H-indole-2-carboxylate), ClC(CC(=O)OCC)=O (ethyl 3-chloro-3-oxopropanoate). Reagents/catalysts: [Ti](Cl)(Cl)(Cl)Cl (titanium tetrachloride). The solvent is ClCCCl (1,2-dichloroethane), ClCCCl (1,2-dichloroethane). Reaction conditions: temperature 0 celsius, time 30 minute. Product: ClC1=CC=C2C(=C(N(C2=C1)C)C(=O)OC)C(CC(=O)OCC)=O (ethyl 3-[6-chloro-2-(methoxycarbonyl)-1-methyl-1H-indol-3-yl]-3-oxopropanoate). RXN SMILES: Cl[C:2](=[O:9])[CH2:3][C:4]([O:6][CH2:7][CH3:8])=[O:5].[Cl:10][C:11]1[CH:19]=[C:18]2[C:14]([CH:15]=[C:16]([C:21]([O:23][CH3:24])=[O:22])[N:17]2[CH3:20])=[CH:13][CH:12]=1>ClCCCl.[Ti](Cl)(Cl)(Cl)Cl>[Cl:10][C:11]1[CH:19]=[C:18]2[C:14]([C:15]([C:2](=[O:9])[CH2:3][C:4]([O:6][CH2:7][CH3:8])=[O:5])=[C:16]([C:21]([O:23][CH3:24])=[O:22])[N:17]2[CH3:20])=[CH:13][CH:12]=1. Reported procedure: A solution of 6.2 ml (48.4 mmol) of ethyl 3-chloro-3-oxopropanoate in 70 ml of 1,2-dichloroethane is cooled to 0° C. In small portions 5.3 ml (48.3 mmol) of titanium tetrachloride are added and the mixture is stirred at 0° C. for 30 minutes. A solution of 4.3 g (19.2 mmol) of methyl 6-chloro-1-methyl-1H-indole-2-carboxylate in 35 ml of 1,2-dichloroethane is added and the mixture is stirred at ambient temperature for 12 h. It is poured into ice water and extracted with dichloromethane. The organi... Product: ClC=1C=C(CN(C(=O)C=2C(N(C(C2O)=O)C2=CC=NC=C2)C)C)C=CC1Cl (4-Hydroxy-5-oxo-1-pyridin-4-yl methyl-2,5-dihydro-1H-pyrrole-3-carboxylic acid (3,4-dichloro-benzyl)-methyl-amide). The yield is 5.0%. Procedure details: 3-[(3,4-Dichloro-benzyl-methyl-carbamoyl]-2-hydroxy-acrylic acid methyl ester (Compound 12-B) was treated with paraformaldehyde and 4-(amino-methyl)pyridine as described in the preparation of Compound 12. The resulting residue was purified by chromatography (YMC Combiprep ODS-A, 30 mm×50 mm, MeOH/H2O/0.1% TFA) to yield the title compound as a sticky orange solid (10.5 mg, 5% yield). 1H NMR (300 MHz, DMSO) δ: 8.75 (d, 2H, J=6.22), 7.63–7.52 (m, 4H), 7.25 (d, 2H, J=7.31), 4.80 (s, 2H), 4.59 (s, 2H... As a reaction SMILES: CO[C:3](=[O:20])[C:4]([OH:19])=[CH:5][C:6](=[O:18])[N:7]([CH2:9][C:10]1[CH:15]=[CH:14][C:13]([Cl:16])=[C:12]([Cl:17])[CH:11]=1)[CH3:8].C=O.NCC1C=CN=CC=1.ClC1C=[C:34](C=CC=1Cl)[CH2:35][N:36](C)[C:37]([C:39]1[CH2:40][N:41](C)[C:42](=O)[C:43]=1O)=O>>[Cl:17][C:12]1[CH:11]=[C:10]([CH:15]=[CH:14][C:13]=1[Cl:16])[CH2:9][N:7]([CH3:8])[C:6]([C:5]1[CH:35]([CH3:34])[N:36]([C:37]2[CH:39]=[CH:40][N:41]=[CH:42][CH:43]=2)[C:3](=[O:20])[C:4]=1[OH:19])=[O:18]. Reactants: COC(C(=CC(N(C)CC1=CC(=C(C=C1)Cl)Cl)=O)O)=O ((3,4-Dichloro-benzyl-methyl-carbamoyl]-2-hydroxy-acrylic acid methyl ester), COC(C(=CC(N(C)CC1=CC(=C(C=C1)Cl)Cl)=O)O)=O ((3,4-Dichloro-benzyl-methyl-carbamoyl]-2-hydroxy-acrylic acid methyl ester), C=O (paraformaldehyde), NCC1=CC=NC=C1 (4-(amino-methyl)pyridine), ClC=1C=C(CN(C(=O)C=2CN(C(C2O)=O)C)C)C=CC1Cl (4-Hydroxy-1-methyl-5-oxo-2,5-dihydro-1H-pyrrole-3-carboxylic acid (3,4-dichloro-benzyl)-methyl amide).